From a dataset of the Open Reaction Database (ORD), a public repository of structured organic reaction records. describe an organic reaction: reactants, conditions, products, and yield Starting materials: C(C)C1=NC=C(C=C1)N (2-ethylpyridin-5-amine), CC(CCC(C)=O)=O (2,5-hexanedione), C(C)(=O)O (acetic acid). The solvent is C1(=CC=CC=C1)C (toluene). The product is CC=1N(C(=CC1)C)C=1C=CC(=NC1)CC (5-(2,5-Dimethylpyrrol-1-yl)-2-ethylpyridine). Yield: 45.7%. As a reaction SMILES: [CH2:1]([C:3]1[CH:8]=[CH:7][C:6]([NH2:9])=[CH:5][N:4]=1)[CH3:2].[CH3:10][C:11](=O)[CH2:12][CH2:13][C:14](=O)[CH3:15].C(O)(=O)C>C1(C)C=CC=CC=1>[CH3:15][C:14]1[N:9]([C:6]2[CH:7]=[CH:8][C:3]([CH2:1][CH3:2])=[N:4][CH:5]=2)[C:11]([CH3:10])=[CH:12][CH:13]=1. Procedure: A mixture of 2-ethylpyridin-5-amine (3.2 g, 26 mmol), 2,5-hexanedione (3.0 g, 26 mmol) and acetic acid (1 ml) in toluene (50 ml) was heated under reflux for 24 hours. The solvent was removed under reduced pressure and the residue was partitioned between dichloromethane (50 ml) and water (20 ml). The aqueous phase was basified with aqueous sodium hydroxide (2M) and then extracted with dichloromethane (50 ml). The extract was dried (MgSO4) and evaporated under reduced pressure. The crude product w... Starting materials: ClC=1C=C(C(=NC1)N)N (5-chloro-2,3diaminopyridine), C(CO)(=O)O (glycolic acid). Product: ClC=1C=C2C(=NC1)NC(=N2)CO (6-Chloro-2-hydroxymethyl-3H-imidazo[4,5-b]pyridine). RXN SMILES: [Cl:1][C:2]1[CH:3]=[C:4]([NH2:9])[C:5]([NH2:8])=[N:6][CH:7]=1.[C:10](O)(=O)[CH2:11][OH:12]>>[Cl:1][C:2]1[CH:3]=[C:4]2[N:9]=[C:10]([CH2:11][OH:12])[NH:8][C:5]2=[N:6][CH:7]=1. Procedure: A procedure similar to that described in Preparation 43 was repeated, except that 7.67 g of 5-chloro-2,3diaminopyridine (prepared as described in Preparation 62) and 18.6 g of glycolic acid were used, to give the title compound as a crude product. This crude product was purified by column chromatography through silica gel, using a 10:1 by volume mixture of ethyl acetate and methanol as the eluent, to give 8.83 g of the title compound, melting at 209°-211° C.